Task: describe an organic reaction: reactants, conditions, products, and yield. Dataset: the Open Reaction Database (ORD), a public repository of structured organic reaction records Starting materials: ClC1=CC(=C(CN2N=CC3=CC(=CC=C23)C=C2C(N=C(S2)SCC)=O)C=C1)C(F)(F)F (5-[1-(4-Chloro-2-trifluoromethyl-benzyl)-1H-indazol-5-ylmethylene]-2-ethylsulfanyl-thiazol-4-one), N1C[C@H](OCC1)CO ((S)-Morpholin-2-yl-methanol). Yields the product ClC1=CC(=C(CN2N=CC3=CC(=CC=C23)C=C2C(N=C(S2)N2C[C@H](OCC2)CO)=O)C=C1)C(F)(F)F (5-({1-[4-Chloro-2-(trifluoromethyl)benzyl]-1H-indazol-5-yl}methylidene)-2-[2-(S)-(hydroxymethyl)morpholin-4-yl]-1,3-thiazol-4(5H)-one). As a reaction SMILES: [Cl:1][C:2]1[CH:27]=[CH:26][C:5]([CH2:6][N:7]2[C:15]3[C:10](=[CH:11][C:12]([CH:16]=[C:17]4[S:21][C:20](SCC)=[N:19][C:18]4=[O:25])=[CH:13][CH:14]=3)[CH:9]=[N:8]2)=[C:4]([C:28]([F:31])([F:30])[F:29])[CH:3]=1.[NH:32]1[CH2:37][CH2:36][O:35][C@H:34]([CH2:38][OH:39])[CH2:33]1>>[Cl:1][C:2]1[CH:27]=[CH:26][C:5]([CH2:6][N:7]2[C:15]3[C:10](=[CH:11][C:12]([CH:16]=[C:17]4[S:21][C:20]([N:32]5[CH2:37][CH2:36][O:35][C@H:34]([CH2:38][OH:39])[CH2:33]5)=[N:19][C:18]4=[O:25])=[CH:13][CH:14]=3)[CH:9]=[N:8]2)=[C:4]([C:28]([F:29])([F:31])[F:30])[CH:3]=1. Procedure details: 5-({1-[4-Chloro-2-(trifluoromethyl)benzyl]-1H-indazol-5-yl}methylidene)-2-[2-(S)-(hydroxymethyl)morpholin-4-yl]-1,3-thiazol-4(5H)-one was prepared from 5-[1-(4-Chloro-2-trifluoromethyl-benzyl)-1H-indazol-5-ylmethylene]-2-ethylsulfanyl-thiazol-4-one and (S)-Morpholin-2-yl-methanol following General Procedure C.